This data is from the Open Reaction Database (ORD), a public repository of structured organic reaction records. The task is: describe an organic reaction: reactants, conditions, products, and yield The reactants are Cl (hydrogen chloride), FC=1C=C(C=CC1F)[C@H]([C@@H](C)O)NC(OC(C)(C)C)=O (tert-butyl [(1R,2R)-1-(3,4-difluorophenyl)-2-hydroxypropyl]carbamate). Run in C(C)(=O)OCC (ethyl acetate), CO (methanol). Conditions: time 30 minute. Product: Cl.N[C@@H]([C@@H](C)O)C1=CC(=C(C=C1)F)F ((1R,2R)-1-amino-1-(3,4-difluorophenyl)propan-2-ol hydrochloride). RXN SMILES: [ClH:1].[F:2][C:3]1[CH:4]=[C:5]([C@@H:10]([NH:14]C(=O)OC(C)(C)C)[C@H:11]([OH:13])[CH3:12])[CH:6]=[CH:7][C:8]=1[F:9]>C(OCC)(=O)C.CO>[ClH:1].[NH2:14][C@H:10]([C:5]1[CH:6]=[CH:7][C:8]([F:9])=[C:3]([F:2])[CH:4]=1)[C@H:11]([OH:13])[CH3:12] |f:4.5|. Procedure details: A solution of 4 N hydrogen chloride in ethyl acetate (10 mL) was added to a solution of tert-butyl [(1R,2R)-1-(3,4-difluorophenyl)-2-hydroxypropyl]carbamate (960 mg) in methanol (10 mL) at room temperature, and the reaction solution was stirred at room temperature for 30 minutes. The reaction solution was concentrated under reduced pressure to obtain (1R,2R)-1-amino-1-(3,4-difluorophenyl)propan-2-ol hydrochloride (747 mg). DIEA (1.59 mL), WSC (880 mg), and HOBT (620 mg) were added to a solution ... Reaction SMILES: [CH3:1][NH2:2].[CH3:3][OH:4].COC([C:9]1[C:17]2[N:16]=[C:15]([C:18]3[CH:23]=[CH:22][CH:21]=[CH:20][N:19]=3)[NH:14][C:13]=2[CH:12]=[C:11]([O:24][C:25]2[CH:26]=[N:27][CH:28]=[CH:29][CH:30]=2)[CH:10]=1)=O>CO>[CH3:1][NH:2][C:3]([C:17]1[CH:13]=[CH:12][C:11]([O:24][C:10]2[C:11]([O:24][C:25]3[CH:26]=[N:27][CH:28]=[CH:29][CH:30]=3)=[CH:12][C:13]3[NH:14][C:15]([C:18]4[CH:23]=[CH:22][CH:21]=[CH:20][N:19]=4)=[N:16][C:17]=3[CH:9]=2)=[CH:10][CH:9]=1)=[O:4] |f:0.1|. Procedure details: 0.05 ml of a 40% methylamine/methanol solution was added to a methanol (1 ml) solution of 3.0 mg of 5-(4-methoxycarbonyl-2-pyridin-2-yl-6-(pyridin-3-yloxy)-1H-benzimidazole obtained in Example 10, and the reaction liquid was stirred overnight at room temperature. The solvent was evaporated away under reduced pressure, and this was purified through partitioning thin-layer chromatography (Kieselgel™ 60F254, Art 5744 (by Merck), chloroform/methanol=20/1) to obtain the entitled compound. Starting materials: CN.CO (methylamine methanol), COC(=O)C1=CC(=CC=2NC(=NC21)C2=NC=CC=C2)OC=2C=NC=CC2 (4-methoxycarbonyl-2-pyridin-2-yl-6-(pyridin-3-yloxy)-1H-benzimidazole). Product: CNC(=O)C1=CC=C(OC2=CC3=C(NC(=N3)C3=NC=CC=C3)C=C2OC=2C=NC=CC2)C=C1 (5-(4-Methylcarbamoyl-phenoxy)-2-pyridin-2-yl-6-(pyridin-3-yloxy)-1H-benzimidazole). Run in CO (methanol). Run at time 8 hour. Reactants: Cl.CN(CCCCl)C (3-Dimethylamino-1-propylchloride hydrochloride), [H-].[Na+] (Sodium hydride), CC(C)([O-])C.[K+] (potassium-t-butoxide), C(C1=CC=CC=C1)OC1=CC=C(C=C1)C1=C(C2=CC=CC=3N2C1=CC3CO)CC (2-(4-Benzyloxyphenyl)-1-ethyl-4-hydroxymethylpyrrolo[2,1,5-cd]indolizine). The solvent is CN(C=O)C (dimethylformamide), C(C)O (Ethanol), O (water). Yields the product C(C1=CC=CC=C1)OC1=CC=C(C=C1)C1=C(C2=CC=CC=3N2C1=CC3COCCCN(C)C)CC (2-(4-benzyloxyphenyl)-4-((3-dimethylaminopropoxy)methyl)-1-ethylpyrrolo[2,1,5-cd]indolizine). The yield is 47.4%. RXN SMILES: [CH2:1]([O:8][C:9]1[CH:14]=[CH:13][C:12]([C:15]2[C:23]3=[CH:24][C:25]([CH2:26][OH:27])=[C:21]4[N:22]3[C:17](=[CH:18][CH:19]=[CH:20]4)[C:16]=2[CH2:28][CH3:29])=[CH:11][CH:10]=1)[C:2]1[CH:7]=[CH:6][CH:5]=[CH:4][CH:3]=1.[H-].[Na+].CC(C)([O-])C.[K+].Cl.[CH3:39][N:40]([CH3:45])[CH2:41][CH2:42][CH2:43]Cl>CN(C)C=O.O.C(O)C>[CH2:1]([O:8][C:9]1[CH:10]=[CH:11][C:12]([C:15]2[C:23]3=[CH:24][C:25]([CH2:26][O:27][CH2:43][CH2:42][CH2:41][N:40]([CH3:45])[CH3:39])=[C:21]4[N:22]3[C:17](=[CH:18][CH:19]=[CH:20]4)[C:16]=2[CH2:28][CH3:29])=[CH:13][CH:14]=1)[C:2]1[CH:7]=[CH:6][CH:5]=[CH:4][CH:3]=1 |f:1.2,3.4,5.6|. Procedure details: 2-(4-Benzyloxyphenyl)-1-ethyl-4-hydroxymethylpyrrolo[2,1,5-cd]indolizine (1.0 g, 2.62 mmol) was dissolved in 100 ml of dry dimethylformamide under nitrogen atmosphere. Sodium hydride (60% in oil) (1.23 g, 30.8 mmol) and potassium-t-butoxide (0.03 g, 0.26 mmol) was added in portions and stirring was continued for ten minutes. 3-Dimethylamino-1-propylchloride hydrochloride (1.24 g, 7.84 mmol) was added, and the solution was stirred for twenty-four hours. Ethanol (20 ml) was added dropwise, and the... The reactants are Cc1cc(CCCO)c(O)c(C(C)(C)C)c1, CC(C)(C)c1cc(CCC(=O)OCCCSCCC(=O)Cl)cc(C(C)(C)C)c1O, CN(C)c1ccccc1, CCOCC, O=S(=O)(O)O. The product is Cc1cc(CCCOC(=O)CCSCCCOC(=O)CCc2cc(C(C)(C)C)c(O)c(C(C)(C)C)c2)c(O)c(C(C)(C)C)c1. As a reaction SMILES: [C:1]([CH3:2])([CH3:3])([CH3:4])[c:5]1[c:6]([OH:16])[c:7]([CH2:12][CH2:13][CH2:14][OH:15])[cH:8][c:9]([CH3:11])[cH:10]1.[C:26]([CH3:27])([CH3:28])([CH3:29])[c:30]1[cH:31][c:32]([CH2:41][CH2:42][C:43](=[O:44])[O:45][CH2:46][CH2:47][CH2:48][S:49][CH2:50][CH2:51][C:52](=[O:53])[Cl:54])[cH:33][c:34]([C:37]([CH3:38])([CH3:39])[CH3:40])[c:35]1[OH:36].[CH3:17][N:18]([c:19]1[cH:20][cH:21][cH:22][cH:23][cH:24]1)[CH3:25].[CH3:60][CH2:61][O:62][CH2:63][CH3:64].[S:55](=[O:56])(=[O:57])([OH:58])[OH:59]>>[C:1]([CH3:2])([CH3:3])([CH3:4])[c:5]1[c:6]([OH:16])[c:7]([CH2:12][CH2:13][CH2:14][O:15][C:52]([CH2:51][CH2:50][S:49][CH2:48][CH2:47][CH2:46][O:45][C:43]([CH2:42][CH2:41][c:32]2[cH:31][c:30]([C:26]([CH3:27])([CH3:28])[CH3:29])[c:35]([OH:36])[c:34]([C:37]([CH3:38])([CH3:39])[CH3:40])[cH:33]2)=[O:44])=[O:53])[cH:8][c:9]([CH3:11])[cH:10]1. Starting materials: OC=1C=NC(=NC1)C1=C(C(=C(C=C1)OC[C@H](COCC(F)(F)OC(C(OC(C(C(C(F)(F)F)(F)F)(F)F)(F)F)(F)F)(F)F)F)F)F (5-hydroxy-2-[4-(3-(2-(2-(nonafluorobutoxy)tetrafluoroethoxy)-2,2-difluoroethoxy)-(S)-2-fluoropropoxy)-2,3-difluorophenyl]pyrimidine), O (water), C(CCCCCCC)Br (octyl bromide), C([O-])([O-])=O.[K+].[K+] (potassium carbonate). The solvent is C(C)#N (acetonitrile). Product: C(CCCCCCC)OC=1C=NC(=NC1)C1=C(C(=C(C=C1)OC[C@H](COCC(F)(F)OC(C(OC(C(C(C(F)(F)F)(F)F)(F)F)(F)F)(F)F)(F)F)F)F)F (5-Octyloxy-2-[4-(3-(2-(2-(nonafluorobutoxy)tetrafluoroethoxy)-2,2-difluoroethoxy)-(S)-2-fluoropropoxy)-2,3-difluorophenyl]pyrimidine). Reaction SMILES: [OH:1][C:2]1[CH:3]=[N:4][C:5]([C:8]2[CH:13]=[CH:12][C:11]([O:14][CH2:15][C@@H:16]([F:44])[CH2:17][O:18][CH2:19][C:20]([O:23][C:24]([F:43])([F:42])[C:25]([F:41])([F:40])[O:26][C:27]([F:39])([F:38])[C:28]([F:37])([F:36])[C:29]([F:35])([F:34])[C:30]([F:33])([F:32])[F:31])([F:22])[F:21])=[C:10]([F:45])[C:9]=2[F:46])=[N:6][CH:7]=1.[CH2:47](Br)[CH2:48][CH2:49][CH2:50][CH2:51][CH2:52][CH2:53][CH3:54].C(=O)([O-])[O-].[K+].[K+].O>C(#N)C>[CH2:47]([O:1][C:2]1[CH:7]=[N:6][C:5]([C:8]2[CH:13]=[CH:12][C:11]([O:14][CH2:15][C@@H:16]([F:44])[CH2:17][O:18][CH2:19][C:20]([O:23][C:24]([F:42])([F:43])[C:25]([F:40])([F:41])[O:26][C:27]([F:38])([F:39])[C:28]([F:36])([F:37])[C:29]([F:34])([F:35])[C:30]([F:31])([F:32])[F:33])([F:21])[F:22])=[C:10]([F:45])[C:9]=2[F:46])=[N:4][CH:3]=1)[CH2:48][CH2:49][CH2:50][CH2:51][CH2:52][CH2:53][CH3:54] |f:2.3.4|. Procedure: The title compound was prepared essentially as in Example 18 by combining 5-hydroxy-2-[4-(3-(2-(2-(nonafluorobutoxy)tetrafluoroethoxy)-2,2-difluoroethoxy)-(S)-2-fluoropropoxy)-2,3-difluorophenyl]pyrimidine (0.89 g, 1.24 mmol), octyl bromide (0.3 g, 1.5 mmol), and potassium carbonate (0.2 g, 1.5 mmol) in acetonitrile (12 mL). The resulting mixture was heated to reflux overnight, deionized water (20 mL) was added, and the resulting crude product was collected by filtration. The product was recryst...